From a dataset of the Open Reaction Database (ORD), a public repository of structured organic reaction records. describe an organic reaction: reactants, conditions, products, and yield Starting materials: CC(=O)C (acetone), S(O)(O)(=O)=O (sulfuric acid), C(C1=CC=CC=C1)C1=CC=C2CCC(C2=C1)C(=O)N (6-benzylindan-1-carboxamide), [Cr](=O)(=O)([O-])O[Cr](=O)(=O)[O-].[Na+].[Na+] (sodium dichromate). Solvent: O (water). Conditions: time 8 hour. Yields the product C(C1=CC=CC=C1)(=O)C1=CC=C2CCC(C2=C1)C(=O)N (6-benzoylindan-1-carboxamide). RXN SMILES: CC(C)=[O:3].[CH2:5]([C:12]1[CH:20]=[C:19]2[C:15]([CH2:16][CH2:17][CH:18]2[C:21]([NH2:23])=[O:22])=[CH:14][CH:13]=1)[C:6]1[CH:11]=[CH:10][CH:9]=[CH:8][CH:7]=1.[Cr](O[Cr]([O-])(=O)=O)([O-])(=O)=O.[Na+].[Na+].S(=O)(=O)(O)O>O>[C:5]([C:12]1[CH:20]=[C:19]2[C:15]([CH2:16][CH2:17][CH:18]2[C:21]([NH2:23])=[O:22])=[CH:14][CH:13]=1)(=[O:3])[C:6]1[CH:7]=[CH:8][CH:9]=[CH:10][CH:11]=1 |f:2.3.4|. Procedure: To 150 ml. of acetone is added 12.5 g. of 6-benzylindan-1-carboxamide, followed by the dropwise addition of a solution of 5 g. of sodium dichromate in 24 ml. of 6N sulfuric acid. After the addition has been completed, the mixture is stirred overnight. Then 200 ml. of water is added and the acetone is distilled off under reduced pressure. The residue is extracted with ethyl acetate. The extract is washed with water and dried, followed by removal of the solvent by distillation under reduced pressu... Reactants: ClC1=CC=C(C=C1)[Mg]Br (p-chlorophenylmagnesium bromide), COC(CCC1=CN=CN1CC1=CC=CC=C1)=O (1-benzyl-5-imidazole propionic acid methyl ester), O (water). Solvent: O1CCCC1 (tetrahydrofuran). The product is C(C1=CC=CC=C1)N1C=NC=C1CCC(O)(C1=CC=C(C=C1)Cl)C1=CC=C(C=C1)Cl (1-benzyl-5-[3,3-bis(4-chlorophenyl)-3-hydroxypropyl]-1H-imidazole). As a reaction SMILES: CO[C:3](=[O:18])[CH2:4][CH2:5][C:6]1[N:10]([CH2:11][C:12]2[CH:17]=[CH:16][CH:15]=[CH:14][CH:13]=2)[CH:9]=[N:8][CH:7]=1.[Cl:19][C:20]1[CH:25]=[CH:24][C:23]([Mg]Br)=[CH:22][CH:21]=1.O>O1CCCC1>[CH2:11]([N:10]1[C:6]([CH2:5][CH2:4][C:3]([C:23]2[CH:24]=[CH:25][C:20]([Cl:19])=[CH:21][CH:22]=2)([C:23]2[CH:24]=[CH:25][C:20]([Cl:19])=[CH:21][CH:22]=2)[OH:18])=[CH:7][N:8]=[CH:9]1)[C:12]1[CH:13]=[CH:14][CH:15]=[CH:16][CH:17]=1. Procedure: 1-benzyl-5-imidazole propionic acid methyl ester (6,4 g) in tetrahydrofuran is heated at 60° C. and to this is then added dropwise p-chlorophenylmagnesium bromide prepared above. After the addition is complete, the reaction mixture is refluxed for an additional 3 hours, cooled and poured into cold water. Tetrahydrofuran is evaporated, toluene is added and the mixture is made acidic with hydrochloric acid. The precipitated product is filtered, washed with ether and dried. Yield 12,2 g; m.p. 210°-... The reactants are C(C)(=O)N1C=CC2=C(C(=CC(=C12)Cl)C(=O)OC)OC (1-Acetyl-5-carbomethoxy-7-chloro-4-methoxyindole), C(C)(=O)O (acetic acid). Reagents/catalysts: [Pt] (Pt-C). The solvent is CO (MeOH). Reaction conditions: time 48 hour. The product is C(C)(=O)N1CCC2=C(C(=CC(=C12)Cl)C(=O)OC)OC (1-Acetyl-5-carbomethoxy-7-chloro-4-methoxy- 1,2-dihydroindole). RXN SMILES: [C:1]([N:4]1[C:12]2[C:7](=[C:8]([O:18][CH3:19])[C:9]([C:14]([O:16][CH3:17])=[O:15])=[CH:10][C:11]=2[Cl:13])[CH:6]=[CH:5]1)(=[O:3])[CH3:2].C(O)(=O)C>[Pt].CO>[C:1]([N:4]1[C:12]2[C:7](=[C:8]([O:18][CH3:19])[C:9]([C:14]([O:16][CH3:17])=[O:15])=[CH:10][C:11]=2[Cl:13])[CH2:6][CH2:5]1)(=[O:3])[CH3:2]. Procedure: The mixture of the indole of step 8 above (0.9 g) and Pt-C (0.2 g), acetic acid and MeOH (100 ml) is stirred under H2 at 1 atm. pressure for 48 hours. The catalyst is filtered (celite), the filtered material is washed (MeOH) and the reaction mixture and methanol washings are evaporated. The residue is diluted with CH2Cl2, washed with saturated NaHCO3, dried (MgSO4) and evaporated affording a colorless, semicrystalline material which is determined to be the desired compound by NMR. M.P. 107°-109°... The solvent is C(C)O (ethanol). Procedure details: A mixture of 1.27 g (3.68 mmol) of 5-methoxy-2-methyl-1-octyl-1H-indole-3-acetic acid hydrazide and 1 g of Raney Ni in 60 mL of ethanol was heated to maintain reflux for 3 hours, cooled, the solvent poured off the settled catalyst, treated with filter aid and filtered. The filtrate was concentrated to give 1.03 g (85% yield) of 5-methoxy-2-methyl-1-octyl-1H-indole-3-acetamide, mp, 96-98° C. RXN SMILES: [CH3:1][O:2][C:3]1[CH:4]=[C:5]2[C:9](=[CH:10][CH:11]=1)[N:8]([CH2:12][CH2:13][CH2:14][CH2:15][CH2:16][CH2:17][CH2:18][CH3:19])[C:7]([CH3:20])=[C:6]2[CH2:21][C:22]([NH:24]N)=[O:23]>C(O)C.[Ni]>[CH3:1][O:2][C:3]1[CH:4]=[C:5]2[C:9](=[CH:10][CH:11]=1)[N:8]([CH2:12][CH2:13][CH2:14][CH2:15][CH2:16][CH2:17][CH2:18][CH3:19])[C:7]([CH3:20])=[C:6]2[CH2:21][C:22]([NH2:24])=[O:23]. Reactants: COC=1C=C2C(=C(N(C2=CC1)CCCCCCCC)C)CC(=O)NN (5-methoxy-2-methyl-1-octyl-1H-indole-3-acetic acid hydrazide). The reagents and catalysts are [Ni] (Ni). Yield: 84.7%. The product is COC=1C=C2C(=C(N(C2=CC1)CCCCCCCC)C)CC(=O)N (5-methoxy-2-methyl-1-octyl-1H-indole-3-acetamide).